From a dataset of the Open Reaction Database (ORD), a public repository of structured organic reaction records. describe an organic reaction: reactants, conditions, products, and yield The reactants are FC(C(=O)O)(F)F (Trifluoroacetic acid), ClC1=CC(=C(CNC(OC(C)(C)C)=O)C=C1)CNC(=O)[C@H]1N(CCN(C1)C)C([C@@H](C(C)(C)C)O)=O (tert-Butyl 4-chloro-2-[{(S)-1-{(R)-2-hydroxy-3,3-dimethylbutanoyl}-4-methylpiperazine-2-carboxamido}methyl]benzylcarbamate). Run in C(Cl)Cl (CH2Cl2). Conditions: time 1 hour. Product: FC(C(=O)O)(F)F.NCC1=C(CNC(=O)[C@H]2N(CCN(C2)C)C([C@@H](C(C)(C)C)O)=O)C=C(C=C1)Cl ((2S)—N-[2-(aminomethyl)-5-chlorobenzyl]-1-[(2R)-2-hydroxy-3,3-dimethylbutanoyl]-4-methylpiperazine-2-carboxamide trifluoroacetate salt). RXN SMILES: [F:1][C:2]([F:7])([F:6])[C:3]([OH:5])=[O:4].[Cl:8][C:9]1[CH:23]=[CH:22][C:12]([CH2:13][NH:14]C(=O)OC(C)(C)C)=[C:11]([CH2:24][NH:25][C:26]([C@@H:28]2[CH2:33][N:32]([CH3:34])[CH2:31][CH2:30][N:29]2[C:35](=[O:42])[C@H:36]([OH:41])[C:37]([CH3:40])([CH3:39])[CH3:38])=[O:27])[CH:10]=1>C(Cl)Cl>[F:1][C:2]([F:7])([F:6])[C:3]([OH:5])=[O:4].[NH2:14][CH2:13][C:12]1[CH:22]=[CH:23][C:9]([Cl:8])=[CH:10][C:11]=1[CH2:24][NH:25][C:26]([C@@H:28]1[CH2:33][N:32]([CH3:34])[CH2:31][CH2:30][N:29]1[C:35](=[O:42])[C@H:36]([OH:41])[C:37]([CH3:39])([CH3:40])[CH3:38])=[O:27] |f:3.4|. Reported procedure: Trifluoroacetic acid (1 mL, 50% solution in CH2Cl2) was added to a solution of tert-Butyl 4-chloro-2-[{(S)-1-{(R)-2-hydroxy-3,3-dimethylbutanoyl}-4-methylpiperazine-2-carboxamido}methyl]benzylcarbamate (0.022 g, 0.0043 mmol) in CH2Cl2 (1 mL) and the reaction mixture was stirred under nitrogen for 1 h. The solvent was removed at reduced pressure and the residue was azeotroped with toluene (5 mL). The solid was washed with ether (2×4 mL) and dried under high vacuum to afford the title compound as ...